Dataset: the Open Reaction Database (ORD), a public repository of structured organic reaction records. Task: describe an organic reaction: reactants, conditions, products, and yield Starting materials: N1=CC=CC=C1 (pyridine), ClC1=CC(=C(C=C1[N+](=O)[O-])NC(=S)N1NCCCC1)F (N-(4-chloro-2-fluoro-5-nitrophenylaminothiocarbonyl)perhydropyridazine), C(=S)(Cl)Cl (thiophosgene). Run in C(Cl)Cl (methylene chloride). Run at temperature -5 celsius, time 30 minute. The product is ClC1=CC(=C(C=C1[N+](=O)[O-])N=C1SC(N2CCCCN12)=S)F (9-(4-chloro-2-fluoro-5-nitrophenyl)imino-8-thia-1,6-diazabicyclo[4.3.0]nonane-7-thione). Isolated yield 44.5%. Reaction SMILES: N1C=CC=CC=1.[Cl:7][C:8]1[C:13]([N+:14]([O-:16])=[O:15])=[CH:12][C:11]([NH:17][C:18]([N:20]2[CH2:25][CH2:24][CH2:23][CH2:22][NH:21]2)=[S:19])=[C:10]([F:26])[CH:9]=1.[C:27](Cl)(Cl)=[S:28]>C(Cl)Cl>[Cl:7][C:8]1[C:13]([N+:14]([O-:16])=[O:15])=[CH:12][C:11]([N:17]=[C:18]2[N:20]3[N:21]([CH2:22][CH2:23][CH2:24][CH2:25]3)[C:27](=[S:28])[S:19]2)=[C:10]([F:26])[CH:9]=1. Reported procedure: While maintaining a reaction temperature of -5° C., 7.75 g (0.0850 mole) of pyridine was added dropwise to a stirred solution of 9.0 g (0.028 mole) of N-(4-chloro-2-fluoro-5-nitrophenylaminothiocarbonyl)perhydropyridazine in 250 mL of methylene chloride. To this mixture was added dropwise 3.25 g (0.0282 mole) of thiophosgene. This mixture was stirred at -5° C. for 30 minutes, then was allowed to warm to room temperature and was stirred for approximately 18 hours. The reaction mixture was washed ...